This data is from the Open Reaction Database (ORD), a public repository of structured organic reaction records. The task is: describe an organic reaction: reactants, conditions, products, and yield Starting materials: CS(C)=O, NCc1cccc(F)c1, NCC1CCC(Nc2cc(-c3cccc(F)n3)c(Cl)cn2)CC1. Yields the product NCC1CCC(Nc2cc(-c3cccc(NCc4cccc(F)c4)n3)c(Cl)cn2)CC1. Reaction SMILES: [CH3:33][S:34]([CH3:35])=[O:36].[F:24][c:25]1[cH:26][c:27]([CH2:31][NH2:32])[cH:28][cH:29][cH:30]1.[NH2:1][CH2:2][CH:3]1[CH2:4][CH2:5][CH:6]([NH:9][c:10]2[n:11][cH:12][c:13]([Cl:23])[c:14](-[c:16]3[n:17][c:18]([F:22])[cH:19][cH:20][cH:21]3)[cH:15]2)[CH2:7][CH2:8]1>>[NH2:1][CH2:2][CH:3]1[CH2:4][CH2:5][CH:6]([NH:9][c:10]2[n:11][cH:12][c:13]([Cl:23])[c:14](-[c:16]3[n:17][c:18]([NH:32][CH2:31][c:27]4[cH:26][c:25]([F:24])[cH:30][cH:29][cH:28]4)[cH:19][cH:20][cH:21]3)[cH:15]2)[CH2:7][CH2:8]1.